Dataset: the Open Reaction Database (ORD), a public repository of structured organic reaction records. Task: describe an organic reaction: reactants, conditions, products, and yield The reactants are COS(=O)(=O)C(F)(F)F (Methyltriflate), C(=O)(C=1NC=CN1)C=1NC=CN1 (carbonyl diimidazole), C(C(=O)C1=CC=CC=C1)O (phenacyl alcohol). Solvent: [N+](=O)([O-])C (nitromethane). Reaction conditions: time 1 hour. Product: C(C(=O)C1=CC=CC=C1)C(=O)C=1N(C=CN1)C (phenacyl carbonyl-N-methylimidazole). Reaction SMILES: [CH3:1]OS(C(F)(F)F)(=O)=O.[C:10]([C:17]1NC=CN=1)([C:12]1[NH:13][CH:14]=[CH:15][N:16]=1)=[O:11].C(O)[C:23]([C:25]1[CH:30]=[CH:29][CH:28]=[CH:27][CH:26]=1)=[O:24]>[N+](C)([O-])=O>[CH2:17]([C:10]([C:12]1[N:16]([CH3:1])[CH:15]=[CH:14][N:13]=1)=[O:11])[C:23]([C:25]1[CH:30]=[CH:29][CH:28]=[CH:27][CH:26]=1)=[O:24]. Procedure: Methyltriflate (1 mL, 8.84 mmol) was added dropwise to a solution of (0.959 g, 5.92 mmol) carbonyl diimidazole dissolved in 20 ml nitromethane. The solution was kept at about 0° C. during the addition. The solution was then warmed to room temperature and was allowed to stir for 1 h. The solution was then transferred to a flask containing freshly azeotroped (from benzene) 0.647 g (5.303 mmol) phenacyl alcohol. The resulting mixture was allowed to stir for 2 h at room temperature to form the phena... The reactants are COC(=O)C=1C=C(C(=O)NCC(=O)O)C=C(C1)[N+](=O)[O-] (3-metoxycarbonyl-5-nitrobenzoyl-glycine), CN (methylamine), ethyl ester, C(O)(=O)Cl (chlorocarbonic acid). The solvent is O1CCCC1 (tetrahydrofuran), O1CCCC1 (tetrahydrofuran), C(C)N(CC)CC (triethylamine). Run at time 10 minute. Yields the product CNC(CNC(C1=CC(=CC(=C1)[N+](=O)[O-])C(=O)OC)=O)=O (N-(3-METHOXYCARBONYL-5-NITROBENZOYL)-GLYCINE METHYLAMIDE). RXN SMILES: [CH3:1][O:2][C:3]([C:5]1[CH:6]=[C:7]([CH:15]=[C:16]([N+:18]([O-:20])=[O:19])[CH:17]=1)[C:8]([NH:10][CH2:11][C:12]([OH:14])=O)=[O:9])=[O:4].C(Cl)(=O)O.[CH3:25][NH2:26]>O1CCCC1.C(N(CC)CC)C>[CH3:25][NH:26][C:12](=[O:14])[CH2:11][NH:10][C:8](=[O:9])[C:7]1[CH:15]=[C:16]([N+:18]([O-:20])=[O:19])[CH:17]=[C:5]([C:3]([O:2][CH3:1])=[O:4])[CH:6]=1. Procedure details: Process 2: 8.5 g. (0.03 mole) of N-(3-metoxycarbonyl-5-nitrobenzoyl-glycine (VIa) dissolved in 130 ml. of absolute tetrahydrofuran, is cooled to -15° C., after the addition of 4.2 ml. of triethylamine, and mixed under agitation with 3 ml. of the ethyl ester of chlorocarbonic acid. The reaction mixture is agitated for about 10 minutes at -10° to -5° C., and a solution of 2.8 ml. of methylamine in 20 ml. of absolute tetrahydrofuran, cooled to -15° C., is gradually added thereto dropwise under agit... Run in C(C)(=O)OCC (ethyl acetate), CN(C)C=O (DMF). Reactants: BrC=1C(=C(C(=O)OC)C(=CC1)O)C (methyl 3-bromo-6-hydroxy-2-methylbenzoate), C([O-])([O-])=O.[Cs+].[Cs+] (cesium carbonate), BrCCOC1OCCCC1 (2-(2-bromoethoxy)tetrahydro-2H-pyran). Run at temperature 55 celsius. Procedure: A solution of methyl 3-bromo-6-hydroxy-2-methylbenzoate (Cpd GG, 1.94 g, 7.90 mmol) in DMF (25 mL) was treated with cesium carbonate (3.45 g, 10.0 mmol) and then 2-(2-bromoethoxy)tetrahydro-2H-pyran (2.06 g, 9.84 mmol). The reaction mixture was heated at 55° C. for 16 hours. The reaction mixture was cooled to room temperature, diluted with ethyl acetate, and washed with water (2×) and brine. The organic layer was concentrated under vacuum to give a brown oil which was purified by column chromato... The product is BrC=1C(=C(C(=O)OC)C(=CC1)OCCOC1OCCCC1)C (methyl 3-bromo-2-methyl-6-[2-(tetrahydro-2H-pyran-2-yloxy)ethoxy]benzoate). Reaction SMILES: [Br:1][C:2]1[C:3]([CH3:13])=[C:4]([C:9]([OH:12])=[CH:10][CH:11]=1)[C:5]([O:7][CH3:8])=[O:6].C(=O)([O-])[O-].[Cs+].[Cs+].Br[CH2:21][CH2:22][O:23][CH:24]1[CH2:29][CH2:28][CH2:27][CH2:26][O:25]1>CN(C=O)C.C(OCC)(=O)C>[Br:1][C:2]1[C:3]([CH3:13])=[C:4]([C:9]([O:12][CH2:21][CH2:22][O:23][CH:24]2[CH2:29][CH2:28][CH2:27][CH2:26][O:25]2)=[CH:10][CH:11]=1)[C:5]([O:7][CH3:8])=[O:6] |f:1.2.3|. Yield: 71.6%. Reactants: CN (methylamine), C([O-])([O-])=O.[K+].[K+] (potassium carbonate), COC1=C(C=C2N=C(OC2=O)C)C=CC=C1 (4-(2′-Methoxybenzylidene)-2-methyl-4H-oxazol-5-one). The solvent is C(C)O (ethanol). Conditions: temperature 80 celsius. Yields the product CC1=NC(C(N1C)=O)=CC1=C(C=CC=C1)OC (3,5-dihydro-2,3-dimethyl-5-(2′-methoxybenzylidene) imidazol-4-one). RXN SMILES: [CH3:1][O:2][C:3]1[CH:16]=[CH:15][CH:14]=[CH:13][C:4]=1[CH:5]=[C:6]1[C:10](=O)[O:9][C:8]([CH3:12])=[N:7]1.[CH3:17][NH2:18].C(=O)([O-])[O-].[K+].[K+]>C(O)C>[CH3:12][C:8]1[N:18]([CH3:17])[C:10](=[O:9])[C:6](=[CH:5][C:4]2[CH:13]=[CH:14][CH:15]=[CH:16][C:3]=2[O:2][CH3:1])[N:7]=1 |f:2.3.4|. Procedure details: 4-(2′-Methoxybenzylidene)-2-methyl-4H-oxazol-5-one (5 g) was dissolved in ethanol (100 ml) and aqueous methylamine solution (20 ml) and potassium carbonate (7 g) were added. The mixture was heated at 80° C. for 7 hr. After cooling, the solvent was evaporated under reduced pressure and the precipitated yellow crystals were collected by filtration to give the title compound (2 g). Starting materials: C, COC(=O)c1ccc(-c2ccccc2)cc1NC(=O)c1cc(OCCN2CCN(S(C)(=O)=O)CC2)ccc1OCc1ccccc1, CCOC(C)=O, CO, C1COCCO1, [Pd]. The product is COC(=O)c1ccc(-c2ccccc2)cc1NC(=O)c1cc(OCCN2CCN(S(C)(=O)=O)CC2)ccc1O. As a reaction SMILES: [C:61].[CH2:1]([c:2]1[cH:3][cH:4][cH:5][cH:6][cH:7]1)[O:8][c:9]1[c:10]([C:11](=[O:12])[NH:13][c:14]2[c:15]([C:16](=[O:17])[O:18][CH3:19])[cH:20][cH:21][c:22](-[c:24]3[cH:25][cH:26][cH:27][cH:28][cH:29]3)[cH:23]2)[cH:30][c:31]([O:34][CH2:35][CH2:36][N:37]2[CH2:38][CH2:39][N:40]([S:43](=[O:44])(=[O:45])[CH3:46])[CH2:41][CH2:42]2)[cH:32][cH:33]1.[CH3:53][CH2:54][O:55][C:56](=[O:57])[CH3:58].[CH3:59][OH:60].[O:47]1[CH2:48][CH2:49][O:50][CH2:51][CH2:52]1.[Pd:62]>>[OH:8][c:9]1[c:10]([C:11](=[O:12])[NH:13][c:14]2[c:15]([C:16](=[O:17])[O:18][CH3:19])[cH:20][cH:21][c:22](-[c:24]3[cH:25][cH:26][cH:27][cH:28][cH:29]3)[cH:23]2)[cH:30][c:31]([O:34][CH2:35][CH2:36][N:37]2[CH2:38][CH2:39][N:40]([S:43](=[O:44])(=[O:45])[CH3:46])[CH2:41][CH2:42]2)[cH:32][cH:33]1. Starting materials: N(=C=O)C1=CC=C(C=C1)OC(F)(F)F (1-isocyanato-4-(trifluoromethoxy)benzene), [N+](=O)([O-])C1=CC=C(C=C1)N1CC(CCC1)N[C@H]1[C@@H](CCCC1)N ((1R,2R)—N1-(1-(4-nitrophenyl)piperidin-3-yl)cyclohexane-1,2-diamine). Yields the product [N+](=O)([O-])C1=CC=C(C=C1)N1C[C@H](CCC1)N[C@H]1[C@@H](CCCC1)NC(=O)NC1=CC=C(C=C1)OC(F)(F)F (1-((1R,2R)-2-((S)-1-(4-Nitrophenyl)piperidin-3-ylamino)cyclohexyl)-3-(4-(trifluoromethoxy)phenyl)urea). The yield is 38.3%. As a reaction SMILES: [N:1]([C:4]1[CH:9]=[CH:8][C:7]([O:10][C:11]([F:14])([F:13])[F:12])=[CH:6][CH:5]=1)=[C:2]=[O:3].[N+:15]([C:18]1[CH:23]=[CH:22][C:21]([N:24]2[CH2:29][CH2:28][CH2:27][CH:26]([NH:30][C@@H:31]3[CH2:36][CH2:35][CH2:34][CH2:33][C@H:32]3[NH2:37])[CH2:25]2)=[CH:20][CH:19]=1)([O-:17])=[O:16]>>[N+:15]([C:18]1[CH:19]=[CH:20][C:21]([N:24]2[CH2:29][CH2:28][CH2:27][C@H:26]([NH:30][C@@H:31]3[CH2:36][CH2:35][CH2:34][CH2:33][C@H:32]3[NH:37][C:2]([NH:1][C:4]3[CH:9]=[CH:8][C:7]([O:10][C:11]([F:12])([F:13])[F:14])=[CH:6][CH:5]=3)=[O:3])[CH2:25]2)=[CH:22][CH:23]=1)([O-:17])=[O:16]. Reported procedure: 1-((1R,2R)-2-((S)-1-(4-Nitrophenyl)piperidin-3-ylamino)cyclohexyl)-3-(4-(trifluoromethoxy)phenyl)urea was synthesized as described in General Procedure G, using 1-isocyanato-4-(trifluoromethoxy)benzene (15.31 mg, 0.075 mmol) and (1R,2R)—N1-(1-(4-nitrophenyl)piperidin-3-yl)cyclohexane-1,2-diamine (24 mg, 0.075 mmol) to give 15 mg (30% yield) of the title compound as a yellow solid. Anal. Calcd. for C25H30F3N5O4 m/z 521.5, found: 522.3 (M+H)+; 1H NMR (500 MHz, CDCl3) δ ppm 7.77 (d, J=8.80 Hz, 2H),...